Dataset: the Open Reaction Database (ORD), a public repository of structured organic reaction records. Task: describe an organic reaction: reactants, conditions, products, and yield The reactants are [H-].[Na+] (sodium hydride), C(CCC)C=1NC=2C(=NC=CC2)N1 (2-butyl-1H-imidazo[4,5-b]pyridine), BrN1C(CCC1=O)=O (N-bromosuccinimide), N(=NC(C#N)(C)C)C(C#N)(C)C (azobisisobutyronitrile), BrC=1N(N=C2C=CC(=CC12)C)C1=C(C(=O)OCC)C=CC=C1 (ethyl 2-(3-bromo-5-methyl-2H-indazol-2-yl)benzoate). Solvent: CN(C)C=O (DMF), C(Cl)(Cl)(Cl)Cl (Carbon tetrachloride). Product: C(CCC)C1=NC=2C(=NC=CC2)N1CC1=CC2=C(N(N=C2C=C1)C1=C(C=CC=C1)C(=O)OCC)Br (2-butyl-3-[3-bromo-2-(2-ethoxycarbonylphenyl)-2H-indazol-5-yl]methyl-3H-imidazo[4,5-b]pyridine). Yield: 40.5%. Reaction SMILES: [Br:1][C:2]1[N:3]([C:12]2[CH:22]=[CH:21][CH:20]=[CH:19][C:13]=2[C:14]([O:16][CH2:17][CH3:18])=[O:15])[N:4]=[C:5]2[C:10]=1[CH:9]=[C:8]([CH3:11])[CH:7]=[CH:6]2.BrN1C(=O)CCC1=O.N(C(C)(C)C#N)=NC(C)(C)C#N.[H-].[Na+].[CH2:45]([C:49]1[NH:50][C:51]2[C:52]([N:57]=1)=[N:53][CH:54]=[CH:55][CH:56]=2)[CH2:46][CH2:47][CH3:48]>CN(C=O)C.C(Cl)(Cl)(Cl)Cl>[CH2:45]([C:49]1[N:57]([CH2:11][C:8]2[CH:7]=[CH:6][C:5]3[C:10](=[C:2]([Br:1])[N:3]([C:12]4[CH:22]=[CH:21][CH:20]=[CH:19][C:13]=4[C:14]([O:16][CH2:17][CH3:18])=[O:15])[N:4]=3)[CH:9]=2)[C:52]2=[N:53][CH:54]=[CH:55][CH:56]=[C:51]2[N:50]=1)[CH2:46][CH2:47][CH3:48] |f:3.4|. Reported procedure: Carbon tetrachloride (4 ml) was added to ethyl 2-(3-bromo-5-methyl-2H-indazol-2-yl)benzoate (0.300 g, 0.835 mmol) as obtained in Reference Example 4, and the mixture was stirred. Thereto were added N-bromosuccinimide (0.149 g, 0.835 mmol) and azobisisobutyronitrile (14 mg, 0.0835 mmol), and the mixture was refluxed under heating for 3.5 hours. After cooling, the mixture was filtered, and the cake was washed with carbon tetrachloride (1 ml) and the filtrate was concentrated. The residue was then ... Reactants: ON=CC1=C(C(N(CO1)C(C)(C1=CC(=CC(=C1)Cl)Cl)C)=O)C1=CC=CC=C1 (6-hydroxyiminomethyl-3-[1-methyl-1-(3,5-dichlorophenyl)ethyl]-5-phenyl-2,3-dihydro-4H-1,3-oxazin-4-one), C(C)(=O)O (acetic acid). Solvent: O (water). The product is C(C)(=O)ON=CC1=C(C(N(CO1)C(C)(C1=CC(=CC(=C1)Cl)Cl)C)=O)C1=CC=CC=C1 (6-Acetyloxyiminomethyl-3-[1-methyl-1-(3,5-dichlorophenyl)ethyl]-5-phenyl-2, 3- dihydro-4H-1,3-oxazin-4-one). Isolated yield 94.0%. Reaction SMILES: [OH:1][N:2]=[CH:3][C:4]1[O:9][CH2:8][N:7]([C:10]([CH3:20])([C:12]2[CH:17]=[C:16]([Cl:18])[CH:15]=[C:14]([Cl:19])[CH:13]=2)[CH3:11])[C:6](=[O:21])[C:5]=1[C:22]1[CH:27]=[CH:26][CH:25]=[CH:24][CH:23]=1.[C:28](O)(=[O:30])[CH3:29]>O>[C:28]([O:1][N:2]=[CH:3][C:4]1[O:9][CH2:8][N:7]([C:10]([CH3:11])([C:12]2[CH:17]=[C:16]([Cl:18])[CH:15]=[C:14]([Cl:19])[CH:13]=2)[CH3:20])[C:6](=[O:21])[C:5]=1[C:22]1[CH:27]=[CH:26][CH:25]=[CH:24][CH:23]=1)(=[O:30])[CH3:29]. Procedure: A mixture of 6-hydroxyiminomethyl-3-[1-methyl-1-(3,5-dichlorophenyl)ethyl]-5-phenyl-2,3-dihydro-4H-1,3-oxazin-4-one (Compound No. 135, 0.60 g) and anhydrous acetic acid (2 ml) was stirred at room temperature for 4 hours. The reaction mixture was poured into water, and extracted with ethyl acetate. The organic layer was rinsed with saturated saline solution, and dried with magnesium sulfate. The solvent was removed by evaporation, and the crude product was purified by silica gel chromatography to... Reactants: COC(=O)C=1N=C(OC1)CC1=CC(=CC=C1)C1(OCCO1)C (2-[3-(2-methyl-[1,3]dioxolan-2-yl)-benzyl]-oxazole-4-carboxylic acid methyl ester), Cl (HCl), N#N (N2), O (Water). Run at time 8 hour. Reaction SMILES: N#N.[CH3:3][O:4][C:5]([C:7]1[N:8]=[C:9]([CH2:12][C:13]2[CH:18]=[CH:17][CH:16]=[C:15]([C:19]3([CH3:24])OCC[O:20]3)[CH:14]=2)[O:10][CH:11]=1)=[O:6].Cl.O>C1COCC1>[CH3:3][O:4][C:5]([C:7]1[N:8]=[C:9]([CH2:12][C:13]2[CH:18]=[CH:17][CH:16]=[C:15]([C:19](=[O:20])[CH3:24])[CH:14]=2)[O:10][CH:11]=1)=[O:6]. The solvent is C1CCOC1 (THF). Yields the product COC(=O)C=1N=C(OC1)CC1=CC(=CC=C1)C(C)=O (2-(3-Acetyl-benzyl)-oxazole-4-carboxylic acid methyl ester). Reported procedure: In a flame dried round-bottomed flask equipped with a magnetic stir bar and under inert atmosphere (N2), a solution of 2-[3-(2-methyl-[1,3]dioxolan-2-yl)-benzyl]-oxazole-4-carboxylic acid methyl ester (383 mg, 1.26 mmol) in THF (21.5 mL) was treated with 1N HCl (3.4 mL) and the reaction mixture was stirred at rt overnight. Water was added and the reaction mixture was extracted twice with EA (25 mL). The combined organic layers were dried over Na2SO4, filtered, and the solvent was removed under r...